Dataset: the Open Reaction Database (ORD), a public repository of structured organic reaction records. Task: describe an organic reaction: reactants, conditions, products, and yield The reactants are FC=1C=C(C=C(C1)C=1OC=C(N1)COC1=CC=C2C(C(=COC2=C1)C1=CC=C(C=C1)O)=O)C(F)(F)F (7-({2-[5-fluoro-3-(trifluoromethyl)phenyl](1,3-oxazol-4-yl)}methoxy)-3-(4-hydroxyphenyl)chromen-4-one), P(=O)(OC(C)(C)C)(OC(C)(C)C)OCCl (di-tert-butyl chloromethyl phosphate), CC(C)([O-])C.[K+] (potassium t-butoxide), [I-].[Na+] (sodium iodide). Solvent: CN(C=O)C (N,N-dimethylformamide), O (water). Run at time 15 hour. Product: P(=O)(OC(C)(C)C)(OC(C)(C)C)OCOC1=CC=C(C=C1)C1=COC2=CC(=CC=C2C1=O)OCC=1N=C(OC1)C1=CC(=CC(=C1)F)C(F)(F)F (di-tert-butyl {4-[7-({2-[5-fluoro-3-(trifluoromethyl)phenyl](1,3-oxazol-4-yl)}methoxy)-4-oxochromen-3-yl]phenoxy}methyl phosphate). RXN SMILES: [F:1][C:2]1[CH:3]=[C:4]([C:33]([F:36])([F:35])[F:34])[CH:5]=[C:6]([C:8]2[O:9][CH:10]=[C:11]([CH2:13][O:14][C:15]3[CH:24]=[C:23]4[C:18]([C:19](=[O:32])[C:20]([C:25]5[CH:30]=[CH:29][C:28]([OH:31])=[CH:27][CH:26]=5)=[CH:21][O:22]4)=[CH:17][CH:16]=3)[N:12]=2)[CH:7]=1.[P:37]([O:49][CH2:50]Cl)([O:44][C:45]([CH3:48])([CH3:47])[CH3:46])([O:39][C:40]([CH3:43])([CH3:42])[CH3:41])=[O:38].CC(C)([O-])C.[K+].[I-].[Na+]>CN(C)C=O.O>[P:37]([O:49][CH2:50][O:31][C:28]1[CH:27]=[CH:26][C:25]([C:20]2[C:19](=[O:32])[C:18]3[C:23](=[CH:24][C:15]([O:14][CH2:13][C:11]4[N:12]=[C:8]([C:6]5[CH:7]=[C:2]([F:1])[CH:3]=[C:4]([C:33]([F:34])([F:36])[F:35])[CH:5]=5)[O:9][CH:10]=4)=[CH:16][CH:17]=3)[O:22][CH:21]=2)=[CH:30][CH:29]=1)([O:39][C:40]([CH3:43])([CH3:42])[CH3:41])([O:44][C:45]([CH3:46])([CH3:47])[CH3:48])=[O:38] |f:2.3,4.5|. Reported procedure: In a 50 mL round bottomed flask 7-({2-[5-fluoro-3-(trifluoromethyl)phenyl](1,3-oxazol-4-yl)}methoxy)-3-(4-hydroxyphenyl)chromen-4-one (150.0 mg, 0.302 mmol) was treated with di-tert-butyl chloromethyl phosphate (156.2 mg, 0.604 mmol, 1.0 equiv) in the presence of potassium t-butoxide (67.8 mg, 0.604 mmol, 1.0 equiv) and sodium iodide (89.9 mg, 0.604 mmol, 1.0 equiv) in N,N-dimethylformamide (2 ml), and the mixture stirred at room temperature for 15 hours. To the mixture was added water (30 ml), ... Starting materials: [C-]#[N+]C(CCCCCCC(C)(C)C(=O)OCC)(CCCCCCC(C)(C)C(=O)OCC)S(=O)(=O)c1ccc(C)cc1, ClCCl, Cl, O. The product is CCOC(=O)C(C)(C)CCCCCCC(=O)CCCCCCC(C)(C)C(=O)OCC. Reaction SMILES: [CH2:1]([CH3:2])[O:3][C:4]([C:5]([CH2:6][CH2:7][CH2:8][CH2:9][CH2:10][CH2:11][C:12]([CH2:13][CH2:14][CH2:15][CH2:16][CH2:17][CH2:18][C:19]([C:20](=[O:21])[O:22][CH2:23][CH3:24])([CH3:25])[CH3:26])([N+:27]#[C-:28])[S:29]([c:30]1[cH:31][cH:32][c:33]([CH3:34])[cH:35][cH:36]1)(=[O:37])=[O:38])([CH3:39])[CH3:40])=[O:41].[Cl:44][CH2:45][Cl:46].[ClH:42].[OH2:43]>>[CH2:1]([CH3:2])[O:3][C:4]([C:5]([CH2:6][CH2:7][CH2:8][CH2:9][CH2:10][CH2:11][C:12]([CH2:13][CH2:14][CH2:15][CH2:16][CH2:17][CH2:18][C:19]([C:20](=[O:21])[O:22][CH2:23][CH3:24])([CH3:25])[CH3:26])=[O:43])([CH3:39])[CH3:40])=[O:41].